This data is from the Open Reaction Database (ORD), a public repository of structured organic reaction records. The task is: describe an organic reaction: reactants, conditions, products, and yield Starting materials: [H-].[Al+3].[Li+].[H-].[H-].[H-] (lithium aluminum hydride), [NH4+].[Cl-] (NH4Cl), ClC1=NC=2N3C(C(NC2C=N1)=O)COCC3 (2-Chloro-6a,7,9,10-tetrahydro-[1,4]oxazino[3,4-h]pteridin-6(5H)-one), C(C)(=O)OCC (Ethyl acetate). The solvent is C1CCOC1 (THF), C1CCOC1 (THF). Run at time 3 hour. Yields the product ClC1=NC=2N3C(CNC2C=N1)COCC3 (2-chloro-5,6,6a,7,9,10-hexahydro-[1,4]oxazino[3,4-h]pteridine). The yield is 58.9%. RXN SMILES: [Cl:1][C:2]1[N:11]=[CH:10][C:9]2[NH:8][C:7](=O)[CH:6]3[CH2:13][O:14][CH2:15][CH2:16][N:5]3[C:4]=2[N:3]=1.[H-].[Al+3].[Li+].[H-].[H-].[H-].C(OCC)(=O)C.[NH4+].[Cl-]>C1COCC1>[Cl:1][C:2]1[N:11]=[CH:10][C:9]2[NH:8][CH2:7][CH:6]3[CH2:13][O:14][CH2:15][CH2:16][N:5]3[C:4]=2[N:3]=1 |f:1.2.3.4.5.6,8.9|. Procedure: 2-Chloro-6a,7,9,10-tetrahydro-[1,4]oxazino[3,4-h]pteridin-6(5H)-one (PREPARATION x1, 17.3 g, 71.9 mmol) was dissolved in THF (250 mL). To the resulting suspension was added lithium aluminum hydride in THF (2.0 M, 46.7 mL, 93 mmol) dropwise through an addition funnel at 0° C. to give a clear light-brown solution. The reaction mixture was allowed to warm to room temperature and was stirred for 3 hours. Ethyl acetate (˜25 mL) was added at 0° C. in portions; a saturated aqueous solution of NH4Cl (12...